Dataset: the Open Reaction Database (ORD), a public repository of structured organic reaction records. Task: describe an organic reaction: reactants, conditions, products, and yield Reaction conditions: temperature 90 celsius, time 24 hour. RXN SMILES: Br[C:2]1[CH:8]=[CH:7][C:5]([NH2:6])=[C:4]([F:9])[CH:3]=1.[CH3:10][S:11]([O-:13])=[O:12].[Na+].N1CCC[C@H]1C(O)=O.[OH-].[Na+]>[Cu]I.O.CS(C)=O>[F:9][C:4]1[CH:3]=[C:2]([S:11]([CH3:10])(=[O:13])=[O:12])[CH:8]=[CH:7][C:5]=1[NH2:6] |f:1.2,4.5|. Reagents/catalysts: [Cu]I (copper(I) iodide). Reported procedure: 4-bromo-2-fluoroaniline (10.0 g, 52.62 mmol, 1.0 eq), sodium methansulfinate (9.5 g, 1.5 eq), copper(I) iodide (1.0 g, 0.1 eq), L-Proline (1.2 g, 0.2 eq) and sodium hydroxide (0.4 g, 0.2 eq) were placed in a sealed tube, and dimethylsulfoxide (100 mL) was added thereto. The reaction mixture was stirred at 90° C. for 24 hours. After completion of the reaction, the reaction mixture was cooled to room temperature and water was added thereto, followed by extraction three times with ethyl acetate. Th... The reactants are BrC1=CC(=C(N)C=C1)F (4-bromo-2-fluoroaniline), CS(=O)[O-].[Na+] (sodium methansulfinate), N1[C@H](C(=O)O)CCC1 (L-Proline), [OH-].[Na+] (sodium hydroxide). Product: FC1=C(C=CC(=C1)S(=O)(=O)C)N (2-fluoro-4-(methanesulfonyl)benzenamine). The solvent is CS(=O)C (dimethylsulfoxide), O (water). Yield: 99.4%. Starting materials: COc1cc(NC(=O)OC(C)(C)C)cc(OC)c1OCC(F)(F)F, CO, Cl. Yields the product Cl, COc1cc(N)cc(OC)c1OCC(F)(F)F. RXN SMILES: [C:1]([O:2][C:3](=[O:4])[NH:8][c:9]1[cH:10][c:11]([O:23][CH3:24])[c:12]([O:17][CH2:18][C:19]([F:20])([F:21])[F:22])[c:13]([O:15][CH3:16])[cH:14]1)([CH3:5])([CH3:6])[CH3:7].[CH3:26][OH:27].[ClH:25]>>[ClH:25].[NH2:8][c:9]1[cH:10][c:11]([O:23][CH3:24])[c:12]([O:17][CH2:18][C:19]([F:20])([F:21])[F:22])[c:13]([O:15][CH3:16])[cH:14]1. The reactants are C(C)(C)(C)OC(=O)N1[C@H]([C@H](CCC1)N(CC1=C(C=CC(=C1)N1N=NN=C1C(F)(F)F)OCCC)C(=O)OC(C)(C)C)C1=CC=CC=C1 (3{tert-Butoxycarbonyl-[2-(1-propoxy)-5-(5-trifluoromethyl-tetrazol-1-yl)-benzyl]-amino}-[2S,3S]-2-phenylpiperidine-1-carboxylic acid tert-butyl ester), Cl (hydrogen chloride). Run in O1CCOCC1 (dioxan). The product is Cl.Cl.C(CC)OC1=C(CN[C@@H]2[C@@H](NCCC2)C2=CC=CC=C2)C=C(C=C1)N1N=NN=C1C(F)(F)F ([2-(1-Propoxy)-5-(5-trifluoromethyl-tetrazol-1-yl)-benzyl]-([2S,3S]-2-phenylpiperidin-3-yl)amine dihydrochloride). Reaction SMILES: C(OC([N:8]1[CH2:13][CH2:12][CH2:11][C@H:10]([N:14](C(OC(C)(C)C)=O)[CH2:15][C:16]2[CH:21]=[C:20]([N:22]3[C:26]([C:27]([F:30])([F:29])[F:28])=[N:25][N:24]=[N:23]3)[CH:19]=[CH:18][C:17]=2[O:31][CH2:32][CH2:33][CH3:34])[C@@H:9]1[C:42]1[CH:47]=[CH:46][CH:45]=[CH:44][CH:43]=1)=O)(C)(C)C.[ClH:48]>O1CCOCC1>[ClH:48].[ClH:48].[CH2:32]([O:31][C:17]1[CH:18]=[CH:19][C:20]([N:22]2[C:26]([C:27]([F:29])([F:28])[F:30])=[N:25][N:24]=[N:23]2)=[CH:21][C:16]=1[CH2:15][NH:14][C@H:10]1[CH2:11][CH2:12][CH2:13][NH:8][C@H:9]1[C:42]1[CH:43]=[CH:44][CH:45]=[CH:46][CH:47]=1)[CH2:33][CH3:34] |f:3.4.5|. Procedure details: From 3{tert-Butoxycarbonyl-[2-(1-propoxy)-5-(5-trifluoromethyl-tetrazol-1-yl)-benzyl]-amino}-[2S,3S]-2-phenylpiperidine-1-carboxylic acid tert-butyl ester (268 mg, 0.4 mmol) using 4M-hydrogen chloride in dioxan (2 ml) to give the title compound as a white solid (93 mg). Found C, 51.04; H, 5.52; N, 15.24; C23H27F3N6O.2HCl.0.4H2O (540.64) requires C, 51.10; H, 5.56; N, 15.54%. Mass spectrum (thermospray +ve) m/e 461 (MH+). Starting materials: CC#N, C[N+]1([O-])CCOCC1, CCCCCC, CCOC(C)=O, CCC[N+](CCC)(CCC)CCC, ClCCl, COc1cc2c(cc1C(C)=C(F)CO)C(C(C)C)=CC(C)(C)O2, O=[Ru](=O)(=O)[O-]. Yields the product COc1cc2c(cc1C(C)=C(F)C=O)C(C(C)C)=CC(C)(C)O2. RXN SMILES: [C:44](#[N:45])[CH3:46].[CH3:24][N+:25]1([O-:26])[CH2:27][CH2:28][O:29][CH2:30][CH2:31]1.[CH3:32][CH2:33][CH2:34][CH2:35][CH2:36][CH3:37].[CH3:38][CH2:39][O:40][C:41](=[O:42])[CH3:43].[CH3:55][CH2:56][CH2:57][N+:58]([CH2:59][CH2:60][CH3:61])([CH2:62][CH2:63][CH3:64])[CH2:65][CH2:66][CH3:67].[Cl:47][CH2:48][Cl:49].[F:1][C:2]([CH2:3][OH:4])=[C:5]([CH3:6])[c:7]1[cH:8][c:9]2[c:14]([cH:15][c:16]1[O:17][CH3:18])[O:13][C:12]([CH3:19])([CH3:20])[CH:11]=[C:10]2[CH:21]([CH3:22])[CH3:23].[O-:50][Ru:51](=[O:52])(=[O:53])=[O:54]>>[F:1][C:2]([CH:3]=[O:4])=[C:5]([CH3:6])[c:7]1[cH:8][c:9]2[c:14]([cH:15][c:16]1[O:17][CH3:18])[O:13][C:12]([CH3:19])([CH3:20])[CH:11]=[C:10]2[CH:21]([CH3:22])[CH3:23]. Reactants: O=C1CCCCCN1, O=C1CCCCCN1CO, [K+], [K+], O=C([O-])[O-]. Product: O=C1NCCCCC1CO. Reaction SMILES: [C:1]1(=[O:8])[CH2:2][CH2:3][CH2:4][CH2:5][CH2:6][NH:7]1.[CH2:15]([N:16]1[CH2:17][CH2:18][CH2:19][CH2:20][CH2:21][C:22]1=[O:23])[OH:24].[K+:10].[K+:9].[O-:11][C:12]([O-:13])=[O:14]>>[C:1]1(=[O:8])[CH:2]([CH2:12][OH:11])[CH2:3][CH2:4][CH2:5][CH2:6][NH:7]1. Reactants: CCN(C(C)C)C(C)C, ClCCl, Cl, O=C(O)c1ccc(N=C=S)cc1, CCOC(=O)CNN. Product: NN1CC(=O)N(c2ccc(C(=O)O)cc2)C1=S. Reaction SMILES: [CH:13]([N:14]([CH:15]([CH3:16])[CH3:17])[CH2:18][CH3:19])([CH3:20])[CH3:21].[Cl:31][CH2:32][Cl:33].[ClH:22].[N:1](=[C:2]=[S:3])[c:4]1[cH:5][cH:6][c:7]([C:8](=[O:9])[OH:10])[cH:11][cH:12]1.[NH:23]([NH2:24])[CH2:25][C:26](=[O:27])[O:28][CH2:29][CH3:30]>>[N:1]1([c:4]2[cH:5][cH:6][c:7]([C:8](=[O:9])[OH:10])[cH:11][cH:12]2)[C:2](=[S:3])[N:23]([NH2:24])[CH2:25][C:26]1=[O:27]. The reactants are O=N[O-], COc1cc2c(cc1N)CC(C)OC2c1ccc([N+](=O)[O-])cc1, [Na+], O=S(=O)(O)O. The product is COc1ccc2c(c1)C(c1ccc([N+](=O)[O-])cc1)OC(C)C2. As a reaction SMILES: [N:24]([O-:25])=[O:26].[NH2:1][c:2]1[cH:3][c:4]2[c:9]([cH:10][c:11]1[O:12][CH3:13])[CH:8]([c:14]1[cH:15][cH:16][c:17]([N+:20](=[O:21])[O-:22])[cH:18][cH:19]1)[O:7][CH:6]([CH3:23])[CH2:5]2.[Na+:27].[S:28](=[O:29])(=[O:30])([OH:31])[OH:32]>>[cH:2]1[cH:3][c:4]2[c:9]([cH:10][c:11]1[O:12][CH3:13])[CH:8]([c:14]1[cH:15][cH:16][c:17]([N+:20](=[O:21])[O-:22])[cH:18][cH:19]1)[O:7][CH:6]([CH3:23])[CH2:5]2.